Dataset: the Open Reaction Database (ORD), a public repository of structured organic reaction records. Task: describe an organic reaction: reactants, conditions, products, and yield Starting materials: C(C1=CC=CC=C1)OC1=C(C(=C(C(=C1C)C)OCC1=CC=CC=C1)C)CCCCO (4-(2,5-bis(benzyloxy)-3,4,6-trimethylphenyl)butan-1-ol), CC(=O)OI1(C=2C=CC=CC2C(=O)O1)(OC(=O)C)OC(=O)C (Dess-martin), C(=O)(O)[O-].[Na+] (NaHCO3), CCOC(=O)C (EtOAc). Solvent: C(Cl)Cl (CH2Cl2), C(Cl)Cl (CH2Cl2). Conditions: time 1.25 hour. Product: C(C1=CC=CC=C1)OC1=C(C(=C(C(=C1C)C)OCC1=CC=CC=C1)C)CCCC=O (4-(2,5-Bis(benzyloxy)-3,4,6-trimethylphenyl)butanal). RXN SMILES: [CH2:1]([O:8][C:9]1[C:14]([CH3:15])=[C:13]([CH3:16])[C:12]([O:17][CH2:18][C:19]2[CH:24]=[CH:23][CH:22]=[CH:21][CH:20]=2)=[C:11]([CH3:25])[C:10]=1[CH2:26][CH2:27][CH2:28][CH2:29][OH:30])[C:2]1[CH:7]=[CH:6][CH:5]=[CH:4][CH:3]=1.CC(OI1(OC(C)=O)(OC(C)=O)OC(=O)C2C=CC=CC1=2)=O.C([O-])(O)=O.[Na+].CCOC(C)=O>C(Cl)Cl>[CH2:1]([O:8][C:9]1[C:14]([CH3:15])=[C:13]([CH3:16])[C:12]([O:17][CH2:18][C:19]2[CH:24]=[CH:23][CH:22]=[CH:21][CH:20]=2)=[C:11]([CH3:25])[C:10]=1[CH2:26][CH2:27][CH2:28][CH:29]=[O:30])[C:2]1[CH:3]=[CH:4][CH:5]=[CH:6][CH:7]=1 |f:2.3|. Reported procedure: A stirred solution of 4-(2,5-bis(benzyloxy)-3,4,6-trimethylphenyl)butan-1-ol (640 mg, 1.58 mmol) in 10 mL CH2Cl2 at 0° C. was treated with a suspension of Dess-martin periodonate (860 mg, 2.03 mmol) in CH2Cl2 (4 mL) and the pale yellow cloudy solution stirred at room temperature for 1.25 h. The cloudy white solution was poured over a solution of 10 mL 1.0 M NaHCO3 containing ˜0.5 g Na2S2O3 and 20 mL EtOAc added, the layers separated and the aqueous phase extracted 3×20 mL EtOAc. The combined org... The reactants are C(C)(=O)OC[C@@]1(O)[C@@H](OC(C)=O)[C@H](OC(C)=O)[C@H](OC1)COC(C)=O (1,3,4,6-Tetra-O-acetyl-2,5-O-methylene-D-mannitol), FC1=CC=C(C=C1)O (4-fluoro phenol), [NH4+].[Cl-] (NH4Cl), [H-].[Na+] (NaH). Run in CN(C)C=O (DMF), CN(C)C=O (DMF), CN(C)C=O (DMF). Reaction conditions: temperature 80 celsius. Yields the product C(#C)[C@@H]1CC[C@H](O1)COC1=CC=C(C=C1)F ((2S,5S)-5-ethynyl-2-(4-fluorophenoxymethyl)-tetrahydrofuran). Isolated yield 59.0%. As a reaction SMILES: [H-].[Na+].C(O[CH2:7][C@@:8]1([CH2:22][O:21][C@H:20]([CH2:23][O:24][C:25](=O)[CH3:26])[C@@H:15](OC(=O)C)[C@@H:10]1OC(=O)C)O)(=O)C.[F:28][C:29]1[CH:34]=CC(O)=[CH:31][CH:30]=1.[NH4+].[Cl-]>CN(C=O)C>[C:8]([C@H:22]1[O:21][C@H:20]([CH2:23][O:24][C:25]2[CH:26]=[CH:34][C:29]([F:28])=[CH:30][CH:31]=2)[CH2:15][CH2:10]1)#[CH:7] |f:0.1,4.5|. Reported procedure: To a stirred suspension of NaH (0.57 g, 23.86 mmol) in DMF (5 mL), a solution of (2S,5S)-5-ethynyl-2-(p-toluene sulfonyloxymethyl)-tetrahydrofuran 17 (3.34 g, 11.92 mmol) in DMF (5 mL) was added, followed by the addition of 4-fluoro phenol (1.74 g, 15.5 mmol) in DMF (5 mL) and heating at 80° C. for 2hours. The reaction mixture was cooled to room temperature and treated with NH4Cl solution (20 mL). It was extracted with ether (3×40 mL) and organic layer was washed with water (2×25 mL), brine (25 ... Reactants: O=O (oxygen), C1CCC[C@@H]2CCCC[C@H]12 (cis-decalin), C(=O)(C)C(=O)C (biacetyl), ON1C(C=2C(C1=O)=CC=CC2)=O (N-hydroxyphthalimide). Reagents/catalysts: C(C)(=O)[O-].[Co+2].C(C)(=O)[O-] (cobalt(II) acetate). Run in C(C)(=O)O (acetic acid). Product: C(C)(=O)[C@@]12CCCC[C@H]2CCCC1 (4a-acetyl-cis-decalin), C(C)(=O)[C@@]12CCCC[C@]2(CCCC1)O (4a-acetyl-8a-hydroxy-cis-decalin). As a reaction SMILES: [CH2:1]1[C@@H:10]2[C@@H:5]([CH2:6][CH2:7][CH2:8][CH2:9]2)[CH2:4][CH2:3][CH2:2]1.[C:11](C(C)=O)([CH3:13])=[O:12].ON1[C:22](=[O:23])[C:21]2=CC=CC=C2C1=O.O=O>C([O-])(=O)C.[Co+2].C([O-])(=O)C.C(O)(=O)C>[C:11]([C@@:5]12[CH2:6][CH2:7][CH2:8][CH2:9][C@@H:10]1[CH2:1][CH2:2][CH2:3][CH2:4]2)(=[O:12])[CH3:13].[C:22]([C@@:5]12[CH2:6][CH2:7][CH2:8][CH2:9][C@:10]1([OH:12])[CH2:1][CH2:2][CH2:3][CH2:4]2)(=[O:23])[CH3:21] |f:4.5.6|. Reported procedure: A mixture of 0.3 mol of cis-decalin, 1.8 mol of biacetyl, 30 mmol of N-hydroxyphthalimide, 1.5 mmol of cobalt(II) acetate, and 300 ml of acetic acid was stirred at 60° C. in an oxygen atmosphere at atmospheric pressure for 4 hours. The reaction mixture was concentrated to about 20% by weight, and was extracted with ethyl acetate, and the extract was concentrated and was then subjected to column chromatography on a silica gel to yield 4a-acetyl-cis-decalin and 4a-acetyl-8a-hydroxy-cis-decalin. Reactants: [OH-].[Li+] (Lithium hydroxide), ClC=1C=C(C=CC1)COC=1C=CC(=C(C(=O)OCC)C1)C (ethyl 5-{[(3-chlorophenyl)methyl]oxy}-2-methylbenzoate). Run in O1CCOCC1 (1,4-dioxane), O (water). Run at temperature 65 celsius, time 5 hour. The product is ClC=1C=C(C=CC1)COC=1C=CC(=C(C(=O)O)C1)C (5-{[(3-chlorophenyl)methyl]oxy}-2-methylbenzoic Acid). Isolated yield 92.6%. RXN SMILES: [OH-].[Li+].[Cl:3][C:4]1[CH:5]=[C:6]([CH2:10][O:11][C:12]2[CH:13]=[CH:14][C:15]([CH3:23])=[C:16]([CH:22]=2)[C:17]([O:19]CC)=[O:18])[CH:7]=[CH:8][CH:9]=1>O1CCOCC1.O>[Cl:3][C:4]1[CH:5]=[C:6]([CH2:10][O:11][C:12]2[CH:13]=[CH:14][C:15]([CH3:23])=[C:16]([CH:22]=2)[C:17]([OH:19])=[O:18])[CH:7]=[CH:8][CH:9]=1 |f:0.1|. Procedure details: Lithium hydroxide (16.3 g, 389 mmol) was added to a solution of ethyl 5-{[(3-chlorophenyl)methyl]oxy}-2-methylbenzoate (79 g, 259 mmol) in 1,4-dioxane (1 L) and water (0.5 L). The reaction mixture was stirred at 65° C. for 5 hours, allowed to cool and stood at room temperature for 14 hours. The reaction was concentrated to remove the 1,4-dioxane, and the resulting brown aqueous solution was washed with diethyl ether (3×1 L). The aqueous layer was then acidified with 2N HCl (approximately 200 ml)... Starting materials: Cl (HCl), ice, C(C)OC(=O)C1=NN(C(=C1)OCC1=CC(=CC(=C1)C(F)(F)F)F)CC(=O)OCC (1-ethoxycarbonylmethyl-5-(3-fluoro-5-trifluoromethyl-benzyloxy)-1H-pyrazole-3-carboxylic acid ethyl ester), [Li+].[OH-] (LiOH). The solvent is O1CCCC1 (tetrahydrofuran), O (water). The product is C(C)OC(=O)C1=NN(C(=C1)OCC1=CC(=CC(=C1)C(F)(F)F)F)CC(=O)O (1-carboxymethyl-5-(3-fluoro-5-trifluoromethyl-benzyloxy)-1H-pyrazole-3-carboxylic acid ethyl ester). RXN SMILES: [CH2:1]([O:3][C:4]([C:6]1[CH:10]=[C:9]([O:11][CH2:12][C:13]2[CH:18]=[C:17]([C:19]([F:22])([F:21])[F:20])[CH:16]=[C:15]([F:23])[CH:14]=2)[N:8]([CH2:24][C:25]([O:27]CC)=[O:26])[N:7]=1)=[O:5])[CH3:2].[Li+].[OH-].Cl>O1CCCC1.O>[CH2:1]([O:3][C:4]([C:6]1[CH:10]=[C:9]([O:11][CH2:12][C:13]2[CH:18]=[C:17]([C:19]([F:20])([F:22])[F:21])[CH:16]=[C:15]([F:23])[CH:14]=2)[N:8]([CH2:24][C:25]([OH:27])=[O:26])[N:7]=1)=[O:5])[CH3:2] |f:1.2|. Procedure: To an ice cold solution of 1-ethoxycarbonylmethyl-5-(3-fluoro-5-trifluoromethyl-benzyloxy)-1H-pyrazole-3-carboxylic acid ethyl ester (2) in 1 mL of tetrahydrofuran and 0.2 mL of water was added 0.21 mL (0.21 mmol) of 1 M LiOH solution, and the mixture was allowed to warm up to rt for 2 h. The reaction mixture was then acidified with 0.25 mL (0.25 mmol) of 1 M HCl solution, and extracted with ethyl acetate. The combined organic extracts were dried over sodium sulfate, and concentrated to give 58.... Reactants: Cn1cc(NC(=O)OC(C)(C)C)nc1-c1c2c(=O)n(C)c(=O)n(CC3CC3)c2nn1Cc1ccnc2ccc(Cl)cc12, ClCCl, O=C(O)C(F)(F)F. The product is Cn1cc(N)nc1-c1c2c(=O)n(C)c(=O)n(CC3CC3)c2nn1Cc1ccnc2ccc(Cl)cc12. RXN SMILES: [Cl:1][c:2]1[cH:3][c:4]2[c:5]([CH2:12][n:13]3[n:14][c:15]4[n:16]([CH2:39][CH:40]5[CH2:41][CH2:42]5)[c:17](=[O:38])[n:18]([CH3:37])[c:19](=[O:36])[c:20]4[c:21]3-[c:22]3[n:23]([CH3:35])[cH:24][c:25]([NH:27][C:28](=[O:29])[O:30][C:31]([CH3:32])([CH3:33])[CH3:34])[n:26]3)[cH:6][cH:7][n:8][c:9]2[cH:10][cH:11]1.[Cl:50][CH2:51][Cl:52].[F:43][C:44]([F:45])([F:46])[C:47]([OH:48])=[O:49]>>[Cl:1][c:2]1[cH:3][c:4]2[c:5]([CH2:12][n:13]3[n:14][c:15]4[n:16]([CH2:39][CH:40]5[CH2:41][CH2:42]5)[c:17](=[O:38])[n:18]([CH3:37])[c:19](=[O:36])[c:20]4[c:21]3-[c:22]3[n:23]([CH3:35])[cH:24][c:25]([NH2:27])[n:26]3)[cH:6][cH:7][n:8][c:9]2[cH:10][cH:11]1. Reactants: FC1=CC(=C(C=C1)NC(CC=1NC(C=C(N1)N1CCOCC1)=O)=O)O (N-(4-fluoro-2-hydroxyphenyl)-2-[4-(morpholin-4-yl)-6-oxo-1,6-dihydropyrimidin-2-yl]acetamide), O.CC1=CC=C(C=C1)S(=O)(=O)O (4-methylbenzenesulphonic acid hydrate). The solvent is C=1(C(=CC=CC1)C)C (xylene). Conditions: temperature 20 celsius. Product: COC1=CC2=C(N=C(O2)CC2=NC(=CC(N2)=O)N2CCOCC2)C=C1 (2-[(6-methoxy-1,3-benzoxazol-2-yl)methyl]-6-(morpholin-4-yl)pyrimidin-4(3H)-one). The yield is 78.9%. RXN SMILES: F[C:2]1[CH:7]=[CH:6][C:5]([NH:8][C:9](=O)[CH2:10][C:11]2[NH:12][C:13](=[O:23])[CH:14]=[C:15]([N:17]3[CH2:22][CH2:21][O:20][CH2:19][CH2:18]3)[N:16]=2)=[C:4]([OH:25])[CH:3]=1.[OH2:26].[CH3:27]C1C=CC(S(O)(=O)=O)=CC=1>C1(C)C(C)=CC=CC=1>[CH3:27][O:26][C:2]1[CH:7]=[CH:6][C:5]2[N:8]=[C:9]([CH2:10][C:11]3[NH:12][C:13](=[O:23])[CH:14]=[C:15]([N:17]4[CH2:18][CH2:19][O:20][CH2:21][CH2:22]4)[N:16]=3)[O:25][C:4]=2[CH:3]=1 |f:1.2|. Reported procedure: 500 mg of the N-(4-fluoro-2-hydroxyphenyl)-2-[4-(morpholin-4-yl)-6-oxo-1,6-dihydropyrimidin-2-yl]acetamide are mixed into 40 ml of xylene, and 155 mg of 4-methylbenzenesulphonic acid hydrate are added. The reaction mixture is brought to reflux for 3 hours. After cooling to 20° C., the reaction mixture is concentrated to dryness under reduced pressure and then the residue is chromatographed on a silica gel column, eluent: CH2Cl2/MeOH: 95/05. 220 mg of 2-[(6-methoxy-1,3-benzoxazol-2-yl)methyl]-6-(... The reactants are ClCCCl, CCC(CC)(c1ccc(OCC(=O)C(C)(C)C)c(C)c1)c1nc2ccc(C(=O)O)cc2o1, CNC, CN(C)c1ccncc1, ClCCl, Cl. The product is CCC(CC)(c1ccc(OCC(=O)C(C)(C)C)c(C)c1)c1nc2ccc(C(=O)N(C)C)cc2o1. As a reaction SMILES: [CH2:33]([Cl:34])[CH2:35][Cl:36].[CH3:1][C:2]([C:3]([CH2:4][O:5][c:6]1[c:7]([CH3:29])[cH:8][c:9]([C:12]([CH2:13][CH3:14])([CH2:15][CH3:16])[c:17]2[o:18][c:19]3[c:20]([n:21]2)[cH:22][cH:23][c:24]([C:26](=[O:27])[OH:28])[cH:25]3)[cH:10][cH:11]1)=[O:30])([CH3:31])[CH3:32].[CH3:38][NH:39][CH3:40].[CH3:44][N:45]([c:46]1[cH:47][cH:48][n:49][cH:50][cH:51]1)[CH3:52].[Cl:41][CH2:42][Cl:43].[ClH:37]>>[CH3:1][C:2]([C:3]([CH2:4][O:5][c:6]1[c:7]([CH3:29])[cH:8][c:9]([C:12]([CH2:13][CH3:14])([CH2:15][CH3:16])[c:17]2[o:18][c:19]3[c:20]([n:21]2)[cH:22][cH:23][c:24]([C:26](=[O:28])[N:39]([CH3:38])[CH3:40])[cH:25]3)[cH:10][cH:11]1)=[O:30])([CH3:31])[CH3:32].